This data is from the Open Reaction Database (ORD), a public repository of structured organic reaction records. The task is: describe an organic reaction: reactants, conditions, products, and yield Reactants: Intermediate I, ClC=1C=C(N)C=CC1 (3-chloroaniline), BrC=1C=CC=2N(C1)C=C(N2)C(=O)OCC (ethyl 6-bromoimidazo[1,2-a]pyridine-2-carboxylate). Product: BrC=1C=CC=2N(C1)C=C(N2)C(=O)NC2=CC(=CC=C2)Cl (6-Bromo-N-(3-chlorophenyl)imidazo[1,2-a]pyridine-2-carboxamide). Reaction SMILES: [Cl:1][C:2]1[CH:3]=[C:4]([CH:6]=[CH:7][CH:8]=1)[NH2:5].[Br:9][C:10]1[CH:11]=[CH:12][C:13]2[N:14]([CH:16]=[C:17]([C:19](OCC)=[O:20])[N:18]=2)[CH:15]=1>>[Br:9][C:10]1[CH:11]=[CH:12][C:13]2[N:14]([CH:16]=[C:17]([C:19]([NH:5][C:4]3[CH:6]=[CH:7][CH:8]=[C:2]([Cl:1])[CH:3]=3)=[O:20])[N:18]=2)[CH:15]=1. Procedure details: The title compound was prepared by essentially following the same procedures described for Intermediate I, using 3-chloroaniline and ethyl 6-bromoimidazo[1,2-a]pyridine-2-carboxylate as starting materials. Reactants: N(C1=CC=CC=C1)C=1C=C(COC2=CC=C(C=C2)CCC(=O)OC)C=CC1 (methyl 3-[4-[(3-anilinobenzyl)oxy]phenyl]propanoate), C(CCC)Br (n-butylbromide). The product is C(CCC)N(C=1C=C(COC2=CC=C(C=C2)CCC(=O)O)C=CC1)C1=CC=CC=C1 (3-[4-[[3-[butyl(phenyl)amino]benzyl]oxy]phenyl]propanoic acid), crystals. Yield: 57.0%. As a reaction SMILES: [NH:1]([C:8]1[CH:9]=[C:10]([CH:25]=[CH:26][CH:27]=1)[CH2:11][O:12][C:13]1[CH:18]=[CH:17][C:16]([CH2:19][CH2:20][C:21]([O:23]C)=[O:22])=[CH:15][CH:14]=1)[C:2]1[CH:7]=[CH:6][CH:5]=[CH:4][CH:3]=1.[CH2:28](Br)[CH2:29][CH2:30][CH3:31]>>[CH2:28]([N:1]([C:2]1[CH:7]=[CH:6][CH:5]=[CH:4][CH:3]=1)[C:8]1[CH:9]=[C:10]([CH:25]=[CH:26][CH:27]=1)[CH2:11][O:12][C:13]1[CH:14]=[CH:15][C:16]([CH2:19][CH2:20][C:21]([OH:23])=[O:22])=[CH:17][CH:18]=1)[CH2:29][CH2:30][CH3:31]. Procedure details: The title compound was synthesized in the same manner as in Example 302 from methyl 3-[4-[(3-anilinobenzyl)oxy]phenyl]propanoate and n-butylbromide. colorless crystals (yield 57%). MS (APCI−): 402 (M−H). Reactants: [N+](=O)([O-])C=1C=C(C(C(=O)O)=CC1)C(=O)O (4-nitrophthalic acid), C(C)(=O)OC(C)=O (acetic anhydride). The solvent is C(C)(=O)O (acetic acid). The product is [N+](=O)([O-])C=1C=C2C(C(=O)OC2=O)=CC1 (4-nitrophthalic anhydride). RXN SMILES: [N+:1]([C:4]1[CH:5]=[C:6]([C:13]([OH:15])=[O:14])[C:7](=[CH:11][CH:12]=1)[C:8]([OH:10])=O)([O-:3])=[O:2].C(OC(=O)C)(=O)C>C(O)(=O)C>[N+:1]([C:4]1[CH:5]=[C:6]2[C:13](=[O:14])[O:15][C:8](=[O:10])[C:7]2=[CH:11][CH:12]=1)([O-:3])=[O:2]. Procedure details: A mixture of 21.1 g of 4-nitrophthalic acid and 50.0 g of acetic anhydride were heated at reflux for 6 hours, following which the acetic acid was removed by distillation at atmospheric pressure. The excess acetic anhydride was removed by distillation at 15 mm Hg pressure with the flask temperature not exceeding 120° C, leaving a quantitative yield of crude 4-nitrophthalic anhydride, m.p. 114°-116° C. The product was recrystallized from chloroform to afford a 93% yield of product, m.p. 123°-124° ... Starting materials: FC1=CC2=C(NC(CO2)=O)C=C1N1C(N2N(CCCC2)C1=O)=O (2-[7-fluoro-2H-1,4-benzoxazin-3(4H)-on-6-yl]-hexahydro-1H-(1,2,4)-triazolo (1,2-a)-pyridazine-1,3-dione), C([O-])([O-])=O.[K+].[K+] (potassium carbonate), ClCC#N (chloroacetonitrile). The solvent is C(C)#N (acetonitrile). The product is C(#N)CN1C(COC2=C1C=C(C(=C2)F)N2C(N1N(CCCC1)C2=O)=O)=O (2-[4-cyanomethyl-7-fluoro-2H-1,4-benzoxazin-3(4H)-on-6-yl]-hexahydro-1H-(1,2,4)-triazolo (1,2-a)-pyridazine-1,3-dione). Yield: 70.8%. RXN SMILES: [F:1][C:2]1[C:12]([N:13]2[C:21](=[O:22])[N:16]3[CH2:17][CH2:18][CH2:19][CH2:20][N:15]3[C:14]2=[O:23])=[CH:11][C:5]2[NH:6][C:7](=[O:10])[CH2:8][O:9][C:4]=2[CH:3]=1.C(=O)([O-])[O-].[K+].[K+].Cl[CH2:31][C:32]#[N:33]>C(#N)C>[C:32]([CH2:31][N:6]1[C:5]2[CH:11]=[C:12]([N:13]3[C:14](=[O:23])[N:15]4[CH2:20][CH2:19][CH2:18][CH2:17][N:16]4[C:21]3=[O:22])[C:2]([F:1])=[CH:3][C:4]=2[O:9][CH2:8][C:7]1=[O:10])#[N:33] |f:1.2.3|. Procedure details: A mixture composed of 2-[7-fluoro-2H-1,4-benzoxazin-3(4H)-on-6-yl]-hexahydro-1H-(1,2,4)-triazolo (1,2-a)-pyridazine-1,3-dione (2.04 g), potassium carbonate (1.06 g), chloroacetonitrile (0.96 g) and acetonitrile (30 ml) is refluxed for 3 hours. The reaction mixture is made free from acetonitrile by evaporation in vacuo and mixed with water. The resultant solid is collected by filtration and washed with a small amount of ethanol to obtain an end product 2-[4-cyanomethyl-7-fluoro-2H-1,4-benzoxazin-...